Dataset: the Open Reaction Database (ORD), a public repository of structured organic reaction records. Task: describe an organic reaction: reactants, conditions, products, and yield Reactants: C#CCO, CCNCC, [Cu]I, CN1Cc2c(I)ncn2-c2ccccc2C1=O, Cl[Pd]Cl, c1ccc(P(c2ccccc2)c2ccccc2)cc1, c1ccc(P(c2ccccc2)c2ccccc2)cc1. Product: CN1Cc2c(C#CCO)ncn2-c2ccccc2C1=O. As a reaction SMILES: [CH2:18]([C:19]#[CH:20])[OH:21].[CH2:22]([NH:23][CH2:24][CH3:25])[CH3:26].[Cu:68][I:69].[I:1][c:2]1[n:3][cH:4][n:5]2[c:6]1[CH2:7][N:8]([CH3:17])[C:9](=[O:16])[c:10]1[c:11]-2[cH:12][cH:13][cH:14][cH:15]1.[Pd:27]([Cl:28])[Cl:29].[c:30]1([P:31]([c:32]2[cH:33][cH:34][cH:35][cH:36][cH:37]2)[c:38]2[cH:39][cH:40][cH:41][cH:42][cH:43]2)[cH:44][cH:45][cH:46][cH:47][cH:48]1.[c:49]1([P:50]([c:51]2[cH:52][cH:53][cH:54][cH:55][cH:56]2)[c:57]2[cH:58][cH:59][cH:60][cH:61][cH:62]2)[cH:63][cH:64][cH:65][cH:66][cH:67]1>>[c:2]1([C:20]#[C:19][CH2:18][OH:21])[n:3][cH:4][n:5]2[c:6]1[CH2:7][N:8]([CH3:17])[C:9](=[O:16])[c:10]1[c:11]-2[cH:12][cH:13][cH:14][cH:15]1. The reactants are cuprous iodide, IC=1C=C(OCC2=CC3=CC=CC=C3C=C2)C=CC1 (2-(3-iodophenoxymethyl)-naphthalene), C(C#CCCC)(=O)O (hexynoic acid). Reagents/catalysts: Cl[Pd]([P](C1=CC=CC=C1)(C2=CC=CC=C2)C3=CC=CC=C3)([P](C4=CC=CC=C4)(C5=CC=CC=C5)C6=CC=CC=C6)Cl (bis(triphenylphosphine)palladium dichloride). Run in N1CCCCC1 (piperidine). Conditions: temperature 75 celsius, time 8 hour. The product is C1=C(C=CC2=CC=CC=C12)COC=1C=C(C=CC1)C#CCCCC(=O)O (6-[3-(Naphthalen-2-ylmethoxy)-phenyl]-hex-5-ynoic Acid). RXN SMILES: I[C:2]1[CH:3]=[C:4]([CH:17]=[CH:18][CH:19]=1)[O:5][CH2:6][C:7]1[CH:16]=[CH:15][C:14]2[C:9](=[CH:10][CH:11]=[CH:12][CH:13]=2)[CH:8]=1.[C:20]([OH:27])(=[O:26])[C:21]#[C:22][CH2:23][CH2:24][CH3:25]>N1CCCCC1.Cl[Pd](Cl)([P](C1C=CC=CC=1)(C1C=CC=CC=1)C1C=CC=CC=1)[P](C1C=CC=CC=1)(C1C=CC=CC=1)C1C=CC=CC=1>[CH:8]1[C:9]2[C:14](=[CH:13][CH:12]=[CH:11][CH:10]=2)[CH:15]=[CH:16][C:7]=1[CH2:6][O:5][C:4]1[CH:3]=[C:2]([C:25]#[C:24][CH2:23][CH2:22][CH2:21][C:20]([OH:27])=[O:26])[CH:19]=[CH:18][CH:17]=1 |^1:36,55|. Procedure details: A solution of 2-(3-iodophenoxymethyl)-naphthalene (0.5 g, 1.4 mmol) and hexynoic acid (0.19 g, 1.7 mmol) in piperidine (5 mL) is purged with Argon for 20 minutes. Then bis(triphenylphosphine)palladium dichloride (0.01 g, 0.014 mmol) and cuprous iodide (0.005 g, 0.028 mmol) are added and this mixture heated in an oil bath at 75° C. for 1.5 hours and then allowed to come to room temperature overnight. The solvent was removed in vacuo and the residue purified by flash chromatography (silica, 4% met... Reported procedure: 0.576 kg of granulated caustic soda is added to 8 liters of anhydrous methanol and the mixture is stirred until all solid material has dissolved. 2.26 kg of diamylamine are added to the solution and 0.88 liter of carbon disulfide is introduced over a period of 2 hours. The mixture is stirred for a further 3 hours at 25° C. and a solution of 0.952 kg of tungsten hexachloride in 2.4 liters of anhydrous methanol is then added over a period of one hour and the mixture is stirred for an additional 3 ... RXN SMILES: [OH-].[Na+].[CH2:3]([NH:8][CH2:9][CH2:10][CH2:11][CH2:12][CH3:13])[CH2:4][CH2:5][CH2:6][CH3:7].[C:14](=[S:16])=[S:15].[W:17](Cl)(Cl)(Cl)(Cl)(Cl)Cl>CO>[CH2:9]([N:8]([CH2:3][CH2:4][CH2:5][CH2:6][CH3:7])[C:14](=[S:15])[S-:16])[CH2:10][CH2:11][CH2:12][CH3:13].[CH2:9]([N:8]([CH2:3][CH2:4][CH2:5][CH2:6][CH3:7])[C:14](=[S:15])[S-:16])[CH2:10][CH2:11][CH2:12][CH3:13].[CH2:9]([N:8]([CH2:3][CH2:4][CH2:5][CH2:6][CH3:7])[C:14](=[S:15])[S-:16])[CH2:10][CH2:11][CH2:12][CH3:13].[CH2:9]([N:8]([CH2:3][CH2:4][CH2:5][CH2:6][CH3:7])[C:14](=[S:15])[S-:16])[CH2:10][CH2:11][CH2:12][CH3:13].[CH2:9]([N:8]([CH2:3][CH2:4][CH2:5][CH2:6][CH3:7])[C:14](=[S:15])[S-:16])[CH2:10][CH2:11][CH2:12][CH3:13].[CH2:9]([N:8]([CH2:3][CH2:4][CH2:5][CH2:6][CH3:7])[C:14](=[S:15])[S-:16])[CH2:10][CH2:11][CH2:12][CH3:13].[W+6:17] |f:0.1,6.7.8.9.10.11.12|. Reactants: [OH-].[Na+] (caustic soda), [W](Cl)(Cl)(Cl)(Cl)(Cl)Cl (tungsten hexachloride), C(CCCC)NCCCCC (diamylamine), C(=S)=S (carbon disulfide). Run in CO (methanol), CO (methanol). Yields the product C(CCCC)N(C([S-])=S)CCCCC.C(CCCC)N(C([S-])=S)CCCCC.C(CCCC)N(C([S-])=S)CCCCC.C(CCCC)N(C([S-])=S)CCCCC.C(CCCC)N(C([S-])=S)CCCCC.C(CCCC)N(C([S-])=S)CCCCC.[W+6] (Tungsten hexa(diamyldithiocarbamate)). Starting materials: ClCCl, COc1ccccc1CCCCC(=O)Nc1cc(C2CCN(C(=O)OC(C)(C)C)CC2)ccc1F, O=C(O)C(F)(F)F. The product is COc1ccccc1CCCCC(=O)Nc1cc(C2CCNCC2)ccc1F. RXN SMILES: [Cl:43][CH2:44][Cl:45].[F:1][c:2]1[c:3]([NH:21][C:22]([CH2:23][CH2:24][CH2:25][CH2:26][c:27]2[c:28]([O:33][CH3:34])[cH:29][cH:30][cH:31][cH:32]2)=[O:35])[cH:4][c:5]([CH:8]2[CH2:9][CH2:10][N:11]([C:14]([O:15][C:16]([CH3:17])([CH3:18])[CH3:19])=[O:20])[CH2:12][CH2:13]2)[cH:6][cH:7]1.[OH:36][C:37]([C:38]([F:39])([F:40])[F:41])=[O:42]>>[F:1][c:2]1[c:3]([NH:21][C:22]([CH2:23][CH2:24][CH2:25][CH2:26][c:27]2[c:28]([O:33][CH3:34])[cH:29][cH:30][cH:31][cH:32]2)=[O:35])[cH:4][c:5]([CH:8]2[CH2:9][CH2:10][NH:11][CH2:12][CH2:13]2)[cH:6][cH:7]1. Yield: 46.1%. Procedure: Heat under reflux for 36 hours under an inert atmosphere a mixture of 4.5 g (17.6 mmol) of (2-amino-4,5-dimethoxyphenyl)(phenyl)methanone (XXIaa), 5 g (36 mmol) of ethyl glycinate hydrochloride, and 30 ml of anhydrous pyridine. Add four 2.5 g (18 mmol) fractions of ethyl glycinate hydrochloride, every 6 hours. Allow to equilibrate to room temperature. Evaporate to dryness. Add 200 ml of water. Extract three times with 300 ml of dichloromethane. Dry the organic fractions on Na2SO4 Purify by chrom... Starting materials: NC1=C(C=C(C(=C1)OC)OC)C(=O)C1=CC=CC=C1 ((2-amino-4,5-dimethoxyphenyl)(phenyl)methanone), Cl.NCC(=O)OCC (ethyl glycinate hydrochloride), four, Cl.NCC(=O)OCC (ethyl glycinate hydrochloride). Solvent: N1=CC=CC=C1 (pyridine). The product is NC1=C(C=C(C(=C1)OC)OCC)C(=O)C1=CC=CC=C1 ((2-amino-5-ethoxy-4-methoxyphenyl)(phenyl)methanone). As a reaction SMILES: [NH2:1][C:2]1[CH:7]=[C:6]([O:8][CH3:9])[C:5]([O:10][CH3:11])=[CH:4][C:3]=1[C:12]([C:14]1[CH:19]=[CH:18][CH:17]=[CH:16][CH:15]=1)=[O:13].Cl.N[CH2:22]C(OCC)=O>N1C=CC=CC=1>[NH2:1][C:2]1[CH:7]=[C:6]([O:8][CH3:9])[C:5]([O:10][CH2:11][CH3:22])=[CH:4][C:3]=1[C:12]([C:14]1[CH:19]=[CH:18][CH:17]=[CH:16][CH:15]=1)=[O:13] |f:1.2|. Product: O=S1(N=C(NC2=C1C=CC=C2)C2=C(C1=C(N(C2=O)N=CC=C(C)C)C=CS1)O)=O (6-(1,1-dioxido-4H-1,2,4-benzothiadiazin-3-yl)-7-hydroxy-4-{[3-methylbut-2-enylidene]amino}thieno[3,2-b]pyridin-5(4H)-one). Procedure: The product of Example 268D (0.10 g, 0.27 mmol) was reacted with 3-methylbut-2-enal (0.5 g, 5.9 mmol) in N,N-dimethylacetamide (3 mL) in a sealed tube at 130° C. for 40 minutes in a microwave reactor. The reaction was cooled to 25° C. and concentrated under vacuum. The resulting residue was triturated with diethyl ether and filtered to give the title compound (0.093 g, 80%). Reactants: NN1C2=C(C(=C(C1=O)C1=NS(C3=C(N1)C=CC=C3)(=O)=O)O)SC=C2 (4-amino-6-(1,1-dioxido-4H-1,2,4-benzothiadiazin-3-yl)-7-hydroxythieno[3,2-b]pyridin 5(4H)-one), CC(=CC=O)C (3-methylbut-2-enal). RXN SMILES: [NH2:1][N:2]1[C:7](=[O:8])[C:6]([C:9]2[NH:14][C:13]3[CH:15]=[CH:16][CH:17]=[CH:18][C:12]=3[S:11](=[O:20])(=[O:19])[N:10]=2)=[C:5]([OH:21])[C:4]2[S:22][CH:23]=[CH:24][C:3]1=2.[CH3:25][C:26]([CH3:30])=[CH:27][CH:28]=O>CN(C)C(=O)C>[O:19]=[S:11]1(=[O:20])[C:12]2[CH:18]=[CH:17][CH:16]=[CH:15][C:13]=2[NH:14][C:9]([C:6]2[C:7](=[O:8])[N:2]([N:1]=[CH:28][CH:27]=[C:26]([CH3:30])[CH3:25])[C:3]3[CH:24]=[CH:23][S:22][C:4]=3[C:5]=2[OH:21])=[N:10]1. Solvent: CN(C(C)=O)C (N,N-dimethylacetamide). Run at temperature 25 celsius. Isolated yield 80.4%. The reactants are Cl.BrC=1C=2N(N=C(C1)Cl)C=CN2 (8-bromo-6-chloroimidazo[1,2-b]pyridazine hydrochloric acid salt), [N+](=O)([O-])C1=CC=C(N)C=C1 (4-nitroaniline), CC(C)([O-])C.[K+] (potassium tert-butoxide), C1CCOC1 (THF). Run in CN(C)C=O (DMF). Reaction conditions: temperature 50 celsius, time 16 hour. Product: ClC=1C=C(C=2N(N1)C=CN2)NC2=CC=C(C=C2)[N+](=O)[O-] (6-chloro-N-(4-nitrophenyl)imidazo[1,2-b]pyridazin-8-amine). The yield is 76.3%. As a reaction SMILES: Cl.Br[C:3]1[C:4]2[N:5]([CH:10]=[CH:11][N:12]=2)[N:6]=[C:7]([Cl:9])[CH:8]=1.[N+:13]([C:16]1[CH:22]=[CH:21][C:19]([NH2:20])=[CH:18][CH:17]=1)([O-:15])=[O:14].CC(C)([O-])C.[K+].C1COCC1>CN(C=O)C>[Cl:9][C:7]1[CH:8]=[C:3]([NH:20][C:19]2[CH:21]=[CH:22][C:16]([N+:13]([O-:15])=[O:14])=[CH:17][CH:18]=2)[C:4]2[N:5]([CH:10]=[CH:11][N:12]=2)[N:6]=1 |f:0.1,3.4|. Procedure details: In a 2 dram reaction vial was added 8-bromo-6-chloroimidazo[1,2-b]pyridazine hydrochloric acid salt (0.5 g, 1.9 mmol) from Example I(1), step 1b, 4-nitroaniline (0.27 g, 1.9 mmol), 1.0 M potassium tert-butoxide in THF (7.6 ml, 7.6 mmol) and DMF (1.4 ml). Under N2, the reaction was stirred for 16 hr at 50° C. and the concentrated in vacuo. The resulting material was taken up in ethyl acetate and washed with H2O (2×50 ml) and then brine (1×20 ml). the organic layers were combined and dried over Na... Reactants: CCI, CC(C)(CC(=O)O)c1ccccc1, CN1CCCN(C)C1=O, CC(C)[N-]C(C)C, [Li+], C1CCOC1. The product is CCC(C(=O)O)C(C)(C)c1ccccc1. As a reaction SMILES: [CH2:31]([I:32])[CH3:33].[CH3:1][C:2]([CH2:3][C:4](=[O:5])[OH:6])([c:7]1[cH:8][cH:9][cH:10][cH:11][cH:12]1)[CH3:13].[CH3:22][N:23]1[CH2:24][CH2:25][CH2:26][N:27]([CH3:28])[C:29]1=[O:30].[CH:14]([CH3:15])([N-:16][CH:17]([CH3:18])[CH3:19])[CH3:20].[Li+:21].[O:34]1[CH2:35][CH2:36][CH2:37][CH2:38]1>>[CH3:1][C:2]([CH:3]([C:4](=[O:5])[OH:6])[CH2:14][CH3:15])([c:7]1[cH:8][cH:9][cH:10][cH:11][cH:12]1)[CH3:13].